Dataset: the Open Reaction Database (ORD), a public repository of structured organic reaction records. Task: describe an organic reaction: reactants, conditions, products, and yield Reactants: ClCCN1CC2=C(CC1)SC=C2 (5-(2-chloroethyl)-4,5,6,7-tetrahydro-thieno-(3,2-c)-pyridine), COC=1C=C(CCN)C=CC1OC (3,4-dimethoxyphenethylamine). Run in O (water). Conditions: temperature 110 celsius. Product: COC=1C=C(CCNCCN2CC3=C(CC2)SC=C3)C=CC1OC (5-[N-(3,4-dimethoxyphenethyl)-2-aminoethyl]-4,5,6,7-tetrahydro-thieno-(3,2-c)-pyridine). RXN SMILES: Cl[CH2:2][CH2:3][N:4]1[CH2:9][CH2:8][C:7]2[S:10][CH:11]=[CH:12][C:6]=2[CH2:5]1.[CH3:13][O:14][C:15]1[CH:16]=[C:17]([CH:21]=[CH:22][C:23]=1[O:24][CH3:25])[CH2:18][CH2:19][NH2:20]>O>[CH3:13][O:14][C:15]1[CH:16]=[C:17]([CH:21]=[CH:22][C:23]=1[O:24][CH3:25])[CH2:18][CH2:19][NH:20][CH2:2][CH2:3][N:4]1[CH2:9][CH2:8][C:7]2[S:10][CH:11]=[CH:12][C:6]=2[CH2:5]1. Procedure: Into a two liter reactor, fitted with an oil-bath and stirring means and under nitrogen circulation, were poured 201.5 g (1 mol) of 5-(2-chloroethyl)-4,5,6,7-tetrahydro-thieno-(3,2-c)-pyridine and slowly, under stirring, 181 g (1 mol) of 3,4-dimethoxyphenethylamine. The reacting mixture was warmed at 110° C. under stirring for two hours. The oily mixture obtained was cooled to about 70°-80° C. and then poured into icy water; after separation, washing, extraction with diethyl ether and drying, th... The reactants are NC1=CC=C(C=N1)CC(=O)OCC (ethyl (6-aminopyridin-3-yl)acetate), C(OCC)(OCC)OCC (CH(OEt)3), [N-]=[N+]=[N-].[Na+] (NaN3). Run in CC(=O)O (AcOH). Reaction conditions: temperature 80 celsius, time 3 hour. Product: C(C)OC(CC=1C=NC(=CC1)N1N=NN=C1)=O (ethyl[6-(1H-tetrazol-1-yl)pyridin-3-yl]acetate). RXN SMILES: [NH2:1][C:2]1[N:7]=[CH:6][C:5]([CH2:8][C:9]([O:11][CH2:12][CH3:13])=[O:10])=[CH:4][CH:3]=1.[CH:14](OCC)(OCC)OCC.[N-:24]=[N+:25]=[N-:26].[Na+]>CC(O)=O>[CH2:12]([O:11][C:9](=[O:10])[CH2:8][C:5]1[CH:6]=[N:7][C:2]([N:1]2[CH:14]=[N:26][N:25]=[N:24]2)=[CH:3][CH:4]=1)[CH3:13] |f:2.3|. Procedure details: To a mixture of ethyl (6-aminopyridin-3-yl)acetate (0.55 g, 3.05 mmol), CH(OEt)3 (1.35 g, 9.15 mmol) in AcOH (20 mL) was added NaN3 (0.24 g, 3.7 mmol) at room temperature. The mixture was heated to 80° C. and stirred for 3 hours. The mixture was concentrated under reduce pressure. Water was added, and the mixture was extracted with EtOAc. The combined organic layer was washed with brine, dried over anhydrous Na2SO4, concentrated and the residue was purified by column chromatography via silica ge... Reactants: BrC1=C2C=CNC2=CC=C1 (4-bromoindole), C1(=CC=CC=C1)S(=O)(=O)Cl (phenylsulfonyl chloride). Product: BrC1=C2C=CN(C2=CC=C1)S(=O)(=O)C1=CC=CC=C1 (4-Bromo-1-(benzenesulfonyl)-1H-indole), light purple solid. Isolated yield 91.0%. Reaction SMILES: [Br:1][C:2]1[CH:10]=[CH:9][CH:8]=[C:7]2[C:3]=1[CH:4]=[CH:5][NH:6]2.[C:11]1([S:17](Cl)(=[O:19])=[O:18])[CH:16]=[CH:15][CH:14]=[CH:13][CH:12]=1>>[Br:1][C:2]1[CH:10]=[CH:9][CH:8]=[C:7]2[C:3]=1[CH:4]=[CH:5][N:6]2[S:17]([C:11]1[CH:16]=[CH:15][CH:14]=[CH:13][CH:12]=1)(=[O:19])=[O:18]. Procedure details: 4-Bromo-1-(benzenesulfonyl)-1H-indole was prepared from 4-bromoindole and phenylsulfonyl chloride according to Method 4 to afford 3.1 g (91%) of a light purple solid: 1HNMR (CDCl3) δ 7.94 (d, J=8 Hz, 1H), 7.89–7.84 (m, 2H), 7.62 (d, 4 Hz, 1H), 7.57–7.51 (m, 1H), 7.46–7.37 (m, 3H), 7.19–7.13 (m, 1H), 6.72 (dd, J=1, 4 Hz, 1H); MS (ESI) 419.9+421.9 (M+H)+; Purity (HPLC) >95%. The reactants are Cl (hydrochloric acid), C(C)(=O)NC(C(=O)OCC)=C(C)N (ethyl 2-acetamido-3-aminobut-2-enoate), C(#N)[BH3-].[Na+] (sodium cyanoborohydride). Reagents/catalysts: CC1=C(C=C(C(=C1Br)O)Br)C2(C=3C=CC=CC3S(=O)(=O)O2)C=4C=C(C(=C(C4C)Br)O)Br (bromcresol green). Solvent: CO (methanol). Conditions: time 2 hour. Product: C(C)(=O)NC(C(=O)OCC)C(C)N (ethyl 2-acetamido-3-aminobutyrate). As a reaction SMILES: [C:1]([NH:4][C:5](=[C:11]([NH2:13])[CH3:12])[C:6]([O:8][CH2:9][CH3:10])=[O:7])(=[O:3])[CH3:2].C([BH3-])#N.[Na+].Cl>CO.CC1C(Br)=C(O)C(Br)=CC=1C1(C2C=C(Br)C(O)=C(Br)C=2C)OS(=O)(=O)C2C=CC=CC1=2>[C:1]([NH:4][CH:5]([CH:11]([NH2:13])[CH3:12])[C:6]([O:8][CH2:9][CH3:10])=[O:7])(=[O:3])[CH3:2] |f:1.2|. Procedure: After dispersing 0.043 mol of ethyl 2-acetamido-3-aminobut-2-enoate in 25 ml of methanol together with 0.043 mol of sodium cyanoborohydride and a few drops of 0.04% bromcresol green indicator, the reaction mixture was cooled in ice, and 2M methanolic hydrochloric acid was added until the yellow color stabilized. The ice bath was removed, and the reaction was stirred for two hours, after which the solvent was removed and the reaction mixture worked up to provide ethyl 2-acetamido-3-aminobutyrate ... The reactants are CCOC(=O)CNC(=O)CCc1c(C)cc(-c2noc(-c3cc(C)c(CN(C)C(C)C)s3)n2)cc1CC, CCO, [Na+], [OH-]. Yields the product CCc1cc(-c2noc(-c3cc(C)c(CN(C)C(C)C)s3)n2)cc(C)c1CCC(=O)NCC(=O)O. Reaction SMILES: [CH2:1]([CH3:2])[O:3][C:4]([CH2:5][NH:6][C:7]([CH2:8][CH2:9][c:10]1[c:11]([CH2:34][CH3:35])[cH:12][c:13](-[c:17]2[n:18][o:19][c:20](-[c:22]3[s:23][c:24]([CH2:28][N:29]([CH3:30])[CH:31]([CH3:32])[CH3:33])[c:25]([CH3:27])[cH:26]3)[n:21]2)[cH:14][c:15]1[CH3:16])=[O:36])=[O:37].[CH3:38][CH2:39][OH:40].[Na+:42].[OH-:41]>>[O:3]=[C:4]([CH2:5][NH:6][C:7]([CH2:8][CH2:9][c:10]1[c:11]([CH2:34][CH3:35])[cH:12][c:13](-[c:17]2[n:18][o:19][c:20](-[c:22]3[s:23][c:24]([CH2:28][N:29]([CH3:30])[CH:31]([CH3:32])[CH3:33])[c:25]([CH3:27])[cH:26]3)[n:21]2)[cH:14][c:15]1[CH3:16])=[O:36])[OH:37]. The solvent is C1CCOC1 (THF). Reactants: FC1=CC=C(C=C1)S(=O)(=O)N[C@H](CCO)CO (4-fluoro-N-[(1R)-3-hydroxy-1-(hydroxymethyl)propyl]benzenesulfonamide), C(CCC)P(CCCC)CCCC (tributylphosphine). Yield: 95.0%. RXN SMILES: [F:1][C:2]1[CH:7]=[CH:6][C:5]([S:8]([NH:11][C@@H:12]([CH2:16]O)[CH2:13][CH2:14][OH:15])(=[O:10])=[O:9])=[CH:4][CH:3]=1.C(P(CCCC)CCCC)CCC>C1COCC1>[F:1][C:2]1[CH:7]=[CH:6][C:5]([S:8]([N:11]2[CH2:16][C@H:12]2[CH2:13][CH2:14][OH:15])(=[O:10])=[O:9])=[CH:4][CH:3]=1. Reaction conditions: time 2 hour. Procedure details: To 4-fluoro-N-[(1R)-3-hydroxy-1-(hydroxymethyl)propyl]benzenesulfonamide (35.0 g, 133 mmol) in THF (700 mL) was added 1,1′-(azodicarbonyl)dipepiridine (35.0 g, 139 mmol, 1.04 equiv.) followed by tributylphosphine (28.7 g, 142 mmol, 1.07 equiv.) over 10 min. After a period of 2 h, the reaction mixture was filtered and the solid washed with methyl tert-butyl ether (100 mL). Water (200 mL) was added to the filtrate and the organic phase was separated which in turn was washed with 100 mL of 3% hydro... The product is FC1=CC=C(C=C1)S(=O)(=O)N1[C@@H](C1)CCO (2-{(2R)-1-[(4-Fluorophenyl)sulfonyl]aziridin-2-yl}ethanol).